From a dataset of the Open Reaction Database (ORD), a public repository of structured organic reaction records. describe an organic reaction: reactants, conditions, products, and yield Reactants: CC(=O)CC(C)=O, Cc1ccccc1, Nc1cc(I)cc(C(F)(F)F)c1, Cc1ccc(S(=O)(=O)O)cc1. Yields the product CC(=O)C=C(C)Nc1cc(I)cc(C(F)(F)F)c1. Reaction SMILES: [CH3:1][C:2](=[O:3])[CH2:4][C:5]([CH3:6])=[O:7].[CH3:31][c:32]1[cH:33][cH:34][cH:35][cH:36][cH:37]1.[I:8][c:9]1[cH:10][c:11]([NH2:12])[cH:13][c:14]([C:16]([F:17])([F:18])[F:19])[cH:15]1.[c:20]1([CH3:21])[cH:22][cH:23][c:24]([S:25]([OH:26])(=[O:27])=[O:28])[cH:29][cH:30]1>>[CH3:1][C:2](=[CH:4][C:5]([CH3:6])=[O:7])[NH:12][c:11]1[cH:10][c:9]([I:8])[cH:15][c:14]([C:16]([F:17])([F:18])[F:19])[cH:13]1. Run at temperature 120 celsius. The reagents and catalysts are [Pd](Cl)Cl.C1(=CC=CC=C1)P(C1=CC=CC=C1)C1=CC=CC=C1.C1(=CC=CC=C1)P(C1=CC=CC=C1)C1=CC=CC=C1 (bis(triphenylphosphine) palladium (II) dichloride). Procedure: In a 5 mL microwave vial 4-[4-bromo-2-(1-methyl-1H-pyrazol-5-yl)phenoxy]-3-cyano-N-1,3-thiazol-2-ylbenzene sulfonamide (Patent WO 2010079443, 500 mg, 0.97 mmol) was dissolved in 1,4-dioxane (3 mL) under nitrogen. (3-{[(Tert-butoxycarbonyl)amino]methyl}phenyl)boronic acid (362 mg, 1.44 mmol), bis(triphenylphosphine) palladium (II) dichloride (68 mg, 0.1 mmol), sodium carbonate (204 mg, 1.92 mmol) and water (0.5 mL) were added and the reaction vessel sealed and heated to 120° C. for 45 minutes in ... The yield is 60.9%. The solvent is O1CCOCC1 (1,4-dioxane). Yields the product C(#N)C1=C(OC2=C(C=C(C=C2)C2=CC(=CC=C2)CNC(OC(C)(C)C)=O)C2=CC=NN2C)C=CC(=C1)S(=O)(=O)NC=1SC=CN1 (tert-Butyl {[4′-{2-cyano-4-[(1,3-thiazol-2-ylamino)sulfonyl]phenoxy}-3′-(1-methyl-1H-pyrazol-5-yl)biphenyl-3-yl]methyl}carbamate). Starting materials: C(C)(C)(C)OC(=O)NCC=1C=C(C=CC1)B(O)O ((3-{[(Tert-butoxycarbonyl)amino]methyl}phenyl)boronic acid), C([O-])([O-])=O.[Na+].[Na+] (sodium carbonate), O (water), BrC1=CC(=C(OC2=C(C=C(C=C2)S(=O)(=O)NC=2SC=CN2)C#N)C=C1)C1=CC=NN1C (4-[4-bromo-2-(1-methyl-1H-pyrazol-5-yl)phenoxy]-3-cyano-N-1,3-thiazol-2-ylbenzene sulfonamide). RXN SMILES: Br[C:2]1[CH:25]=[CH:24][C:5]([O:6][C:7]2[CH:12]=[CH:11][C:10]([S:13]([NH:16][C:17]3[S:18][CH:19]=[CH:20][N:21]=3)(=[O:15])=[O:14])=[CH:9][C:8]=2[C:22]#[N:23])=[C:4]([C:26]2[N:30]([CH3:31])[N:29]=[CH:28][CH:27]=2)[CH:3]=1.[C:32]([O:36][C:37]([NH:39][CH2:40][C:41]1[CH:42]=[C:43](B(O)O)[CH:44]=[CH:45][CH:46]=1)=[O:38])([CH3:35])([CH3:34])[CH3:33].C(=O)([O-])[O-].[Na+].[Na+].O>O1CCOCC1.[Pd](Cl)Cl.C1(P(C2C=CC=CC=2)C2C=CC=CC=2)C=CC=CC=1.C1(P(C2C=CC=CC=2)C2C=CC=CC=2)C=CC=CC=1>[C:22]([C:8]1[CH:9]=[C:10]([S:13]([NH:16][C:17]2[S:18][CH:19]=[CH:20][N:21]=2)(=[O:15])=[O:14])[CH:11]=[CH:12][C:7]=1[O:6][C:5]1[CH:24]=[CH:25][C:2]([C:45]2[CH:44]=[CH:43][CH:42]=[C:41]([CH2:40][NH:39][C:37](=[O:38])[O:36][C:32]([CH3:34])([CH3:33])[CH3:35])[CH:46]=2)=[CH:3][C:4]=1[C:26]1[N:30]([CH3:31])[N:29]=[CH:28][CH:27]=1)#[N:23] |f:2.3.4,7.8.9|. The reactants are N(=O)OCC (ethyl nitrite), CCOCP(=O)CCC(C(=O)OCC)C(=O)OCC (diethyl [(2-ethoxymethylphosphinyl)ethyl]malonate), [O-]CC.[Na+] (sodium ethoxide). The solvent is C(C)O (ethanol). Reaction conditions: temperature -10 celsius, time 16 hour. Yields the product C(C)OCP(=O)CCC(C(=O)OCC)=NO (Ethyl 4-(ethoxymethylphosphinyl)-2-oximinobutanoate). RXN SMILES: [CH3:1][CH2:2][O:3][CH2:4][PH:5]([CH2:7][CH2:8][CH:9](C(OCC)=O)[C:10]([O:12][CH2:13][CH3:14])=[O:11])=[O:6].[N:20](OCC)=[O:21].[O-]CC.[Na+]>C(O)C>[CH2:2]([O:3][CH2:4][PH:5]([CH2:7][CH2:8][C:9](=[N:20][OH:21])[C:10]([O:12][CH2:13][CH3:14])=[O:11])=[O:6])[CH3:1] |f:2.3|. Procedure: To a solution of the product of step (a) (32.2 g) in ethanol (90 ml) cooled to -10° C. was added ethyl nitrite (18 ml) followed by a solution of sodium ethoxide (from sodium (2.65 g) in ethanol (90 ml)), added dropwise over 90 min. The reaction mixture was then stirred at -10° C. for 16 hours evaporated in vacuo and the residue was dissolved in ethanol (150 ml) and acidified to pH 4.0 by the addition of conc. hydrochloric acid. The resulting solution was evaporated in vacuo and the residue treat... The reactants are NC=1C=C(C=CC1)P(O)(=O)O (3-aminobenzenephosphonic acid), [OH-].[Na+] (sodium hydroxide), C([O-])(O)=O (bicarbonate), NC1=CC=C(C=2C(C3=CC=CC=C3C(C12)=O)=O)Br (1-amino-4-bromoanthraquinone). Reagents/catalysts: [Cu](Cl)Cl (copper chloride). The solvent is O (water). Product: C1=CC=CC=2C(C3=CC=CC=C3C(C12)=O)=O (anthraquinone). The yield is 240.1%. As a reaction SMILES: NC1C=C(P(O)(=O)O)C=CC=1.[OH-].[Na+].C(=O)(O)[O-].N[C:19]1[C:32]2[C:31](=[O:33])[C:30]3[C:25](=[CH:26][CH:27]=[CH:28][CH:29]=3)[C:24](=[O:34])[C:23]=2[C:22](Br)=[CH:21][CH:20]=1>[Cu](Cl)Cl.O>[CH:26]1[C:25]2[C:24](=[O:34])[C:23]3[C:32](=[CH:19][CH:20]=[CH:21][CH:22]=3)[C:31](=[O:33])[C:30]=2[CH:29]=[CH:28][CH:27]=1 |f:1.2|. Reported procedure: First of all, 17.3 g (0.1 mol) of 3-aminobenzenephosphonic acid was dispersed in a solution of 70 ml of water and 8 g of sodium hydroxide and mixed throughout. To the mixture, 8 g of sodim bicarbonate and 16 g (0.04 mol) of 1-amino-4-bromoanthraquinone were added and 0.6 g of copper chloride was then added and mixed at 70° to 75° C. until the reaction was terminated. The resultant mixture was filtered and the filtrate was made acidic to remove excess 3-aminobenzenephophonic acid. Sodium chloride... Reactants: COc1ccc(I)nc1Br, [Li]CCCC, CC(C)=O, Cc1ccccc1, CCCCCC, CCOC(C)=O, O. Product: COc1ccc(C(C)(C)O)nc1Br. RXN SMILES: [Br:1][c:2]1[n:3][c:4]([I:10])[cH:5][cH:6][c:7]1[O:8][CH3:9].[CH2:11]([Li:12])[CH2:13][CH2:14][CH3:15].[CH3:16][C:17]([CH3:18])=[O:19].[CH3:21][c:22]1[cH:23][cH:24][cH:25][cH:26][cH:27]1.[CH3:28][CH2:29][CH2:30][CH2:31][CH2:32][CH3:33].[CH3:34][CH2:35][O:36][C:37](=[O:38])[CH3:39].[OH2:20]>>[Br:1][c:2]1[n:3][c:4]([C:17]([CH3:16])([CH3:18])[OH:19])[cH:5][cH:6][c:7]1[O:8][CH3:9]. The reactants are c1(c(ncc(c1)c1c(nn(c1CNCC)C)C)N)O[C@@H](c1c(ccc(c1)F)C(O)=O)C. The reagents and catalysts are CCN(C(C)C)C(C)C (DIPEA), c1ccc(cc1)-c2c3ccccc3cc4ccccc24 (9-Phenylanthracene), [B-](F)(F)(F)F.CN(C)C(=[N+](C)C)ON1C2=CC=CC=C2N=N1  (TBTU). Solvent: CC(=O)N(C)C (DMAc). Run at temperature 25 celsius, time 18 hour. Yields the product CCN1Cc2c(c(C)nn2C)c3cnc(N)c(OC(C)c4cc(F)ccc4C1=O)c3. Reaction SMILES: [CH3:1][CH2:2][NH:3][CH2:4][c:5]1[n:10]([CH3:11])[n:9][c:7]([CH3:8])[c:6]1[c:12]2[cH:30][c:17]([O:18][CH:19]([c:21]3[c:27]([C:28](O)=[O:29])[cH:26][cH:25][c:23]([F:24])[cH:22]3)[CH3:20])[c:15]([NH2:16])[n:14][cH:13]2>>[CH3:1][CH2:2][N:3]1[C:28](=[O:29])[c:27]([c:21]2[CH:19]([CH3:20])[O:18][c:17]([cH:30][c:12]3[c:6]4[c:5]([n:10]([CH3:11])[n:9][c:7]4[CH3:8])[CH2:4]1)[c:15]([NH2:16])[n:14][cH:13]3)[cH:26][cH:25][c:23]([F:24])[cH:22]2. Reactants: ClC1=CC(=C(C(=O)O)C=C1)NS(=O)(=O)C=1C=2N=CC=NC2C=CC1 (4-Chloro-2-(quinoxaline-5-sulfonylamino)benzoic acid), Cl.COC([C@H](CC=1SC(=CC1)Br)N)=O ((S)-2-amino-3-(5-bromo-thiophen-2-yl)-propionic acid methyl ester hydrochloride). Product: COC([C@H](CC=1SC(=CC1)Br)NC(C1=C(C=C(C=C1)Cl)NS(=O)(=O)C=1C=2N=CC=NC2C=CC1)=O)=O ((S)-3-(5-Bromo-thiophen-2-yl)-2-[4-chloro-2-(quinoxaline-5-sulfonylamino)-benzoylamino]-propionic acid methyl ester). RXN SMILES: [Cl:1][C:2]1[CH:10]=[CH:9][C:5]([C:6](O)=[O:7])=[C:4]([NH:11][S:12]([C:15]2[C:16]3[N:17]=[CH:18][CH:19]=[N:20][C:21]=3[CH:22]=[CH:23][CH:24]=2)(=[O:14])=[O:13])[CH:3]=1.Cl.[CH3:26][O:27][C:28](=[O:38])[C@@H:29]([NH2:37])[CH2:30][C:31]1[S:32][C:33]([Br:36])=[CH:34][CH:35]=1>>[CH3:26][O:27][C:28](=[O:38])[C@@H:29]([NH:37][C:6](=[O:7])[C:5]1[CH:9]=[CH:10][C:2]([Cl:1])=[CH:3][C:4]=1[NH:11][S:12]([C:15]1[C:16]2[N:17]=[CH:18][CH:19]=[N:20][C:21]=2[CH:22]=[CH:23][CH:24]=1)(=[O:14])=[O:13])[CH2:30][C:31]1[S:32][C:33]([Br:36])=[CH:34][CH:35]=1 |f:1.2|. Procedure: 4-Chloro-2-(quinoxaline-5-sulfonylamino)benzoic acid was coupled with (S)-2-amino-3-(5-bromo-thiophen-2-yl)-propionic acid methyl ester hydrochloride as in EXAMPLE 1, Part C. HPLC: RT=10.34 min. MS (ESI−): mass calcd. for C23H18BrClN4O5S2, 607.96; m/z found, 607/609 [M−H]−. 1H NMR (500 MHz, CDCl3): 11.31 (s, 1H), 8.94 (d, J=1.8, 1H), 8.91 (d, J=1.8, 1H), 8.59 (dd, J=7.4, 1.4, 1H), 8.32 (dd, J=8.4, 1.3, 1H), 7.89 (dd, J=8.4, 7.4, 1H), 7.80 (d, J=2.0, 1H), 7.27 (d, J=8.4, 1H), 6.96 (dd, J=8.4, 2.0...